Dataset: the Open Reaction Database (ORD), a public repository of structured organic reaction records. Task: describe an organic reaction: reactants, conditions, products, and yield Starting materials: Cl (HCl), OC=1C=C(C(=O)OC)C=CC1 (methyl 3-hydroxybenzoate), C(=O)([O-])[O-].[K+].[K+] (K2CO3), ClCC(=O)N(C)C (2-Chloro-N,N-dimethylacetamide). Run in CN(C)C=O (DMF). Run at time 1 hour. Product: CN(C(COC=1C=C(C(=O)OC)C=CC1)=O)C (Methyl 3-{[2-(dimethylamino)-2-oxoethyl]oxy}benzoate). Yield: 93.6%. As a reaction SMILES: [OH:1][C:2]1[CH:3]=[C:4]([CH:9]=[CH:10][CH:11]=1)[C:5]([O:7][CH3:8])=[O:6].C([O-])([O-])=O.[K+].[K+].Cl[CH2:19][C:20]([N:22]([CH3:24])[CH3:23])=[O:21].Cl>CN(C=O)C>[CH3:23][N:22]([CH3:24])[C:20](=[O:21])[CH2:19][O:1][C:2]1[CH:3]=[C:4]([CH:9]=[CH:10][CH:11]=1)[C:5]([O:7][CH3:8])=[O:6] |f:1.2.3|. Procedure: A mixture of methyl 3-hydroxybenzoate (Aldrich) (1.52 g, 10 mmol) and K2CO3 (1.38 g, 10 mmol) in DMF (10 mL) was stirred for 1 h. 2-Chloro-N,N-dimethylacetamide (Merck) (1.03 mL, 10 mmol) was added and the mixture was stirred for 1 h at RT and then stood at RT for 6 days. The mixture was then acidified with 2M HCl and extracted with EtOAc. The aqueous layer was extracted twice more with EtOAc and the combined organic solutions were washed with 2M HCl (×3), aq. sat NaHCO3, brine, dried (MgSO4) an... Reactants: NN1C(CN(CC1)C(=O)OCC1=CC=CC=C1)=O (1-amino-4-benzyloxycarbonyl-2-piperazinone), C(C)(C)(C)OC(=O)N1CCC(CC1)=O (1-(tert-butoxycarbonyl)-4-piperidone), 4A. The solvent is C(C)O (ethanol). Yields the product C(C1=CC=CC=C1)OC(=O)N1CC(N(CC1)N=C1CCN(CC1)C(=O)OC(C)(C)C)=O (4-benzyloxycarbonyl-1-[1-(tert-butoxycarbonyl)-4-piperidinylideneamino]-2-piperazinone). As a reaction SMILES: [NH2:1][N:2]1[CH2:7][CH2:6][N:5]([C:8]([O:10][CH2:11][C:12]2[CH:17]=[CH:16][CH:15]=[CH:14][CH:13]=2)=[O:9])[CH2:4][C:3]1=[O:18].[C:19]([O:23][C:24]([N:26]1[CH2:31][CH2:30][C:29](=O)[CH2:28][CH2:27]1)=[O:25])([CH3:22])([CH3:21])[CH3:20]>C(O)C>[CH2:11]([O:10][C:8]([N:5]1[CH2:6][CH2:7][N:2]([N:1]=[C:29]2[CH2:30][CH2:31][N:26]([C:24]([O:23][C:19]([CH3:22])([CH3:21])[CH3:20])=[O:25])[CH2:27][CH2:28]2)[C:3](=[O:18])[CH2:4]1)=[O:9])[C:12]1[CH:13]=[CH:14][CH:15]=[CH:16][CH:17]=1. Reported procedure: A solution of 1-amino-4-benzyloxycarbonyl-2-piperazinone (2.49 g) and 1-(tert-butoxycarbonyl)-4-piperidone (1.99 g) in ethanol (40 ml) was dehydrated using a Soxlet extractor packed with molecular sieves 4A while refluxing for 15 hours. The reaction mixture was concentrated to obtain a crude 4-benzyloxycarbonyl-1-[1-(tert-butoxycarbonyl)-4-piperidinylideneamino]-2-piperazinone as an oil. Starting materials: C(C)(=O)OCC(CSC1=NC2=C(C(=C(C=C2C(=C1C(=O)OCC)O)F)F)F)=O (Ethyl 2-(3-acetoxy-2-oxopropylthio)-6,7,8-trifluoro-4-hydroxyquinoline-3-carboxylate), S(O)(O)(=O)=O (sulfuric acid), ice water. Solvent: O (water). Conditions: time 26 hour. The product is FC=1C=C2C(C(=C3N(C2=C(C1F)F)C(=CS3)CO)C(=O)OCC)=O (ethyl 7,8,9-trifluoro-1-hydroxymethyl-5-oxo-5H-thiazolo[3,2-a]quinoline-4-carboxylate). Isolated yield 78.5%. Reaction SMILES: C([O:4][CH2:5][C:6](=O)[CH2:7][S:8][C:9]1[C:18]([C:19]([O:21][CH2:22][CH3:23])=[O:20])=[C:17]([OH:24])[C:16]2[C:11](=[C:12]([F:27])[C:13]([F:26])=[C:14]([F:25])[CH:15]=2)[N:10]=1)(=O)C.S(=O)(=O)(O)O>O>[F:25][C:14]1[CH:15]=[C:16]2[C:11](=[C:12]([F:27])[C:13]=1[F:26])[N:10]1[C:6]([CH2:5][OH:4])=[CH:7][S:8][C:9]1=[C:18]([C:19]([O:21][CH2:22][CH3:23])=[O:20])[C:17]2=[O:24]. Procedure details: Ethyl 2-(3-acetoxy-2-oxopropylthio)-6,7,8-trifluoro-4-hydroxyquinoline-3-carboxylate (3.54 g) was added to concd. sulfuric acid (35 ml) and the mixture was stirred at room temperature for 2 hours and 15 minutes. Thereto water (29 ml) was added gradually with ice-cooling and the mixture was stirred at room temperature for 26 hours, followed by addition of ice-water (400 ml). After precipitated crystal was filtered and washed with water, the resultant was recrystallized from a mixed solvent of chl... Reactants: CCOc1ccccc1OCC1CN(Cc2ccccc2)CCO1, CCO, Cl. The product is Cl, CCOc1ccccc1OCC1CNCCO1. Reaction SMILES: [CH2:1]([c:2]1[cH:3][cH:4][cH:5][cH:6][cH:7]1)[N:8]1[CH2:9][CH:10]([CH2:14][O:15][c:16]2[c:17]([O:22][CH2:23][CH3:24])[cH:18][cH:19][cH:20][cH:21]2)[O:11][CH2:12][CH2:13]1.[CH3:26][CH2:27][OH:28].[ClH:25]>>[ClH:25].[NH:8]1[CH2:9][CH:10]([CH2:14][O:15][c:16]2[c:17]([O:22][CH2:23][CH3:24])[cH:18][cH:19][cH:20][cH:21]2)[O:11][CH2:12][CH2:13]1. Reactants: FC(C=1C=C(CN2C(C3=C(OCCC2)N=CC=C3I)=O)C=C(C1)C(F)(F)F)(F)F (5-[3,5-bis(trifluoromethyl)benzyl]-7-iodo-6-oxo-2,3,4,5-tetrahydro-6H-pyrido[2,3-b][1,5]oxazocine), ClC1=C(C=CC=C1)B(O)O (2-chlorophenylboronic acid). Product: FC(C=1C=C(CN2C(C3=C(OCCC2)N=CC=C3C3=C(C=CC=C3)Cl)=O)C=C(C1)C(F)(F)F)(F)F (5-[3,5-bis(trifluoromethyl)benzyl]-7-(2-chlorophenyl)-6-oxo-2,3,4,5-tetrahydro-6H-pyrido[2,3-b][1,5]oxazocine). Yield: 87.2%. RXN SMILES: [F:1][C:2]([F:29])([F:28])[C:3]1[CH:4]=[C:5]([CH:21]=[C:22]([C:24]([F:27])([F:26])[F:25])[CH:23]=1)[CH2:6][N:7]1[CH2:14][CH2:13][CH2:12][O:11][C:10]2[N:15]=[CH:16][CH:17]=[C:18](I)[C:9]=2[C:8]1=[O:20].[Cl:30][C:31]1[CH:36]=[CH:35][CH:34]=[CH:33][C:32]=1B(O)O>>[F:1][C:2]([F:29])([F:28])[C:3]1[CH:4]=[C:5]([CH:21]=[C:22]([C:24]([F:27])([F:26])[F:25])[CH:23]=1)[CH2:6][N:7]1[CH2:14][CH2:13][CH2:12][O:11][C:10]2[N:15]=[CH:16][CH:17]=[C:18]([C:32]3[CH:33]=[CH:34][CH:35]=[CH:36][C:31]=3[Cl:30])[C:9]=2[C:8]1=[O:20]. Reported procedure: In a similar manner to Reference Example 4, 5-[3,5-bis(trifluoromethyl)benzyl]-7-iodo-6-oxo-2,3,4,5-tetrahydro-6H-pyrido[2,3-b][1,5]oxazocine (300 mg) was reacted with 2-chlorophenylboronic acid (133 mg) to obtain 5-[3,5-bis(trifluoromethyl)benzyl]-7-(2-chlorophenyl)-6-oxo-2,3,4,5-tetrahydro-6H-pyrido[2,3-b][1,5]oxazocine (254 mg, 87%). Reactants: CC(C)C(CCNC(=N)NC(=O)OCc1ccccc1)CC(O)C(CC1CCCCC1)NC(=O)C(Cc1c[nH]cn1)NC(=O)C(Cc1ccccc1)NC(=O)OC(C)(C)C, CO, Cl, c1ccncc1. Product: CC(C)C(CCNC(=N)N)CC(O)C(CC1CCCCC1)NC(=O)C(Cc1c[nH]cn1)NC(=O)C(Cc1ccccc1)NC(=O)OC(C)(C)C, Cl. RXN SMILES: [C:1]([CH3:2])([CH3:3])([CH3:4])[O:5][C:6](=[O:7])[NH:8][CH:9]([CH2:10][c:11]1[cH:12][cH:13][cH:14][cH:15][cH:16]1)[C:17](=[O:18])[NH:19][CH:20]([CH2:21][c:22]1[cH:23][nH:24][cH:25][n:26]1)[C:27](=[O:28])[NH:29][CH:30]([CH:31]([CH2:32][CH:33]([CH2:34][CH2:35][NH:36][C:37](=[NH:38])[NH:39][C:40](=[O:41])[O:42][CH2:43][c:44]1[cH:45][cH:46][cH:47][cH:48][cH:49]1)[CH:50]([CH3:51])[CH3:52])[OH:53])[CH2:54][CH:55]1[CH2:56][CH2:57][CH2:58][CH2:59][CH2:60]1.[CH3:68][OH:69].[ClH:61].[n:62]1[cH:63][cH:64][cH:65][cH:66][cH:67]1>>[C:1]([CH3:2])([CH3:3])([CH3:4])[O:5][C:6](=[O:7])[NH:8][CH:9]([CH2:10][c:11]1[cH:12][cH:13][cH:14][cH:15][cH:16]1)[C:17](=[O:18])[NH:19][CH:20]([CH2:21][c:22]1[cH:23][nH:24][cH:25][n:26]1)[C:27](=[O:28])[NH:29][CH:30]([CH:31]([CH2:32][CH:33]([CH2:34][CH2:35][NH:36][C:37](=[NH:38])[NH2:39])[CH:50]([CH3:51])[CH3:52])[OH:53])[CH2:54][CH:55]1[CH2:56][CH2:57][CH2:58][CH2:59][CH2:60]1.[ClH:61].